This data is from the Open Reaction Database (ORD), a public repository of structured organic reaction records. The task is: describe an organic reaction: reactants, conditions, products, and yield Reactants: [H][H] (hydrogen), [H][H] (hydrogen), OC(C(=O)OCC1=CC=CC=C1)CCC1=CC(=C(C=C1)C1CCCCC1)C#N (benzyl α-hydroxy-γ-(3-cyano-4-cyclohexylphenyl)butyrate), Cl (hydrogen chloride). The reagents and catalysts are [Pd].[C] (Pd carbon). Solvent: C(C)(=O)O (acetic acid). The product is OC(C(=O)O)CCC1=CC(=C(C=C1)C1CCCCC1)C#N (α-hydroxy-γ-(3-cyano-4-cyclohexylphenyl)butyric acid). RXN SMILES: [OH:1][CH:2]([CH2:13][CH2:14][C:15]1[CH:20]=[CH:19][C:18]([CH:21]2[CH2:26][CH2:25][CH2:24][CH2:23][CH2:22]2)=[C:17]([C:27]#[N:28])[CH:16]=1)[C:3]([O:5]CC1C=CC=CC=1)=[O:4].Cl.[H][H]>[Pd].[C].C(O)(=O)C>[OH:1][CH:2]([CH2:13][CH2:14][C:15]1[CH:20]=[CH:19][C:18]([CH:21]2[CH2:26][CH2:25][CH2:24][CH2:23][CH2:22]2)=[C:17]([C:27]#[N:28])[CH:16]=1)[C:3]([OH:5])=[O:4] |f:3.4|. Reported procedure: A solution of 0.01 moles of benzyl α-hydroxy-γ-(3-cyano-4-cyclohexylphenyl)butyrate dissolved in 100 ml. of acetic acid and containing 0.01 mole of hydrogen chloride is shaken with hydrogen over a 5% Pd carbon catalyst until 0.01 moles of hydrogen is absorbed. The catalyst is then filtered and the solution is evaporated to dryness and crystallized to obtain α-hydroxy-γ-(3-cyano-4-cyclohexylphenyl)butyric acid. Starting materials: [N+](=O)([O-])C=1C(=C(C=CC1)C=1C=C(NC1)C(=O)O)OC (4-(3-nitro-2-methoxy-phenyl)-1H-pyrrole-2-carboxylic acid), C(=O)[O-].[NH4+] (ammonium formate). Reagents/catalysts: [Pd] (palladium on carbon). Solvent: C(C)(=O)OCC (ethyl acetate). Yields the product NC=1C(=C(C=CC1)C=1C=C(NC1)C(=O)O)OC (4-(3-amino-2-methoxy-phenyl)-1H-pyrrole-2-carboxylic acid). The yield is 23.2%. Reaction SMILES: [N+:1]([C:4]1[C:5]([O:18][CH3:19])=[C:6]([C:10]2[CH:11]=[C:12]([C:15]([OH:17])=[O:16])[NH:13][CH:14]=2)[CH:7]=[CH:8][CH:9]=1)([O-])=O.C([O-])=O.[NH4+]>C(OCC)(=O)C.[Pd]>[NH2:1][C:4]1[C:5]([O:18][CH3:19])=[C:6]([C:10]2[CH:11]=[C:12]([C:15]([OH:17])=[O:16])[NH:13][CH:14]=2)[CH:7]=[CH:8][CH:9]=1 |f:1.2|. Procedure: 4-(3-Nitro-2-methoxy-phenyl)-1H-pyrrole-2-carboxylic acid 57g (633 mg, 2.41 mmol) was dissolved in 15 mL of ethyl acetate followed by addition of 127 mg of palladium on carbon and ammonium formate (609 mg, 9.66 mmol). Upon completion of the addition, the reaction mixture was heated to reflux for 2 hours. The reaction was monitored by TLC until the disappearance of the starting materials. The mixture was filtered to remove palladium on carbon and the filtrate was concentrated under reduced pressu... Starting materials: CC(=O)Nc1cccc(C)n1, O=Cc1ccc([N+](=O)[O-])c(OCc2ccccc2)c1, CC(=O)OC(C)=O, ClC(Cl)Cl. The product is CC(=O)Nc1cccc(C=Cc2ccc([N+](=O)[O-])c(OCc3ccccc3)c2)n1. RXN SMILES: [C:8]([CH3:9])(=[O:10])[NH:11][c:12]1[n:13][c:14]([CH3:18])[cH:15][cH:16][cH:17]1.[CH2:19]([c:20]1[cH:21][cH:22][cH:23][cH:24][cH:25]1)[O:26][c:27]1[cH:28][c:29]([CH:30]=[O:31])[cH:32][cH:33][c:34]1[N+:35](=[O:36])[O-:37].[CH3:1][C:2]([O:3][C:4](=[O:5])[CH3:6])=[O:7].[CH:38]([Cl:39])([Cl:40])[Cl:41]>>[C:8]([CH3:9])(=[O:10])[NH:11][c:12]1[n:13][c:14]([CH:18]=[CH:30][c:29]2[cH:28][c:27]([O:26][CH2:19][c:20]3[cH:21][cH:22][cH:23][cH:24][cH:25]3)[c:34]([N+:35](=[O:36])[O-:37])[cH:33][cH:32]2)[cH:15][cH:16][cH:17]1. Reactants: [C-]#N, CS(=O)(=O)OC1CCN(Cc2ccccc2)C1, CCCC[N+](CCCC)(CCCC)CCCC, CC#N. The product is N#CC1CCN(Cc2ccccc2)C1. RXN SMILES: [C-:21]#[N:22].[CH2:1]([c:2]1[cH:3][cH:4][cH:5][cH:6][cH:7]1)[N:8]1[CH2:9][CH:10]([O:13][S:14]([CH3:15])(=[O:16])=[O:17])[CH2:11][CH2:12]1.[CH2:23]([N+:24]([CH2:25][CH2:26][CH2:27][CH3:28])([CH2:29][CH2:30][CH2:31][CH3:32])[CH2:33][CH2:34][CH2:35][CH3:36])[CH2:37][CH2:38][CH3:39].[CH3:18][C:19]#[N:20]>>[CH2:1]([c:2]1[cH:3][cH:4][cH:5][cH:6][cH:7]1)[N:8]1[CH2:9][CH:10]([C:19]#[N:20])[CH2:11][CH2:12]1. Starting materials: FC=1C(=C(C(=O)O)C=CC1F)NC1=C(C=C(C=C1)CCO)F (3,4-Difluoro-2-[2-fluoro-4-(2-hydroxyethyl)anilino]benzoic acid), NOCCO (2(aminooxy)ethanol), C[N+]1(CCOCC1)C2=NC(=NC(=N2)OC)OC.[Cl-] (DMT-MM). Solvent: CO (MeOH). The product is FC=1C(=C(C(=O)NOCCO)C=CC1F)NC1=C(C=C(C=C1)CCO)F (3,4-Difluoro-2-[2-fluoro-4-(2-hydroxyethyl)anilino]-N-(2-hydroxyethoxy)benzamide), oil. Yield: 57.0%. Reaction SMILES: [F:1][C:2]1[C:3]([NH:12][C:13]2[CH:18]=[CH:17][C:16]([CH2:19][CH2:20][OH:21])=[CH:15][C:14]=2[F:22])=[C:4]([CH:8]=[CH:9][C:10]=1[F:11])[C:5]([OH:7])=O.[NH2:23][O:24][CH2:25][CH2:26][OH:27].C[N+]1(C2N=C(OC)N=C(OC)N=2)CCOCC1.[Cl-]>CO>[F:1][C:2]1[C:3]([NH:12][C:13]2[CH:18]=[CH:17][C:16]([CH2:19][CH2:20][OH:21])=[CH:15][C:14]=2[F:22])=[C:4]([CH:8]=[CH:9][C:10]=1[F:11])[C:5]([NH:23][O:24][CH2:25][CH2:26][OH:27])=[O:7] |f:2.3|. Procedure details: 3,4-Difluoro-2-[2-fluoro-4-(2-hydroxyethyl)anilino]benzoic acid was dissolved in MeOH and prepared from reaction with 2(aminooxy)ethanol and DMT-MM by the general procedure of Example 6, Step B, affording a crude yellow oil after workup which was purified by filtration through a plug of silica gel (100% EtOAc as eluant). 3,4-Difluoro-2-[2-fluoro-4-(2-hydroxyethyl)anilino]-N-(2-hydroxyethoxy)benzamide was isolated as a viscous, transparent oil (57%). 1H NMR [400 MHz, (CD3)2SO] δ 11.85 (v br s, 1 ... The reactants are C(C1=CC=CC=C1)NC1=C(C=NC=2N1N=CC2Br)C(=O)O (7-Benzylamino-3-bromopyrazolo[1,5-a]pyrimidine-6-carboxylic acid), Cl.N1CCC2(CC1)OCC1=CC=CC=C12 (3H-spiro[isobenzofuran-1,4′-piperidine]hydrochloride). Product: C(C1=CC=CC=C1)NC1=C(C=NC=2N1N=CC2Br)C(=O)N2CCC1(CC2)OCC2=CC=CC=C21 (7-Benzylamino-3-bromo-6-(3H-spiro[isobenzofuran-1,4′-piperidine]-1′-ylcarbonyl)pyrazolo[1,5-a]pyrimidine). Yield: 94.0%. Reaction SMILES: [CH2:1]([NH:8][C:9]1[N:14]2[N:15]=[CH:16][C:17]([Br:18])=[C:13]2[N:12]=[CH:11][C:10]=1[C:19]([OH:21])=O)[C:2]1[CH:7]=[CH:6][CH:5]=[CH:4][CH:3]=1.Cl.[NH:23]1[CH2:28][CH2:27][C:26]2([C:36]3[C:31](=[CH:32][CH:33]=[CH:34][CH:35]=3)[CH2:30][O:29]2)[CH2:25][CH2:24]1>>[CH2:1]([NH:8][C:9]1[N:14]2[N:15]=[CH:16][C:17]([Br:18])=[C:13]2[N:12]=[CH:11][C:10]=1[C:19]([N:23]1[CH2:28][CH2:27][C:26]2([C:36]3[C:31](=[CH:32][CH:33]=[CH:34][CH:35]=3)[CH2:30][O:29]2)[CH2:25][CH2:24]1)=[O:21])[C:2]1[CH:3]=[CH:4][CH:5]=[CH:6][CH:7]=1 |f:1.2|. Procedure details: In the same manner as in Example 21, step 5 and using 7-benzylamino-3-bromopyrazolo[1,5-a]pyrimidine-6-carboxylic acid (0.754 g, 2.18 mmol) obtained in Example 22, step 3 and 3H-spiro[isobenzofuran-1,4′-piperidine]hydrochloride (Journal of Organic Chemistry, 1976, vol. 15, item 2628, 0.491 g, 0.218 mmol), the title compound (0.484 g, 94%) was obtained. Starting materials: C(C)(C)(C)OC(CCCS(=O)(=O)C1=CC(=CC(=C1)C(F)(F)F)C(N(C1=CN=NC=C1C1=C(C=CC=C1)C)C)=O)=O (4-{3-[methyl-(5-o-tolyl-pyridazin-4-yl)-carbamoyl]-5-trifluoromethyl-benzenesulfonyl}-butyric acid tert-butyl ester), FC(C(=O)O)(F)F (trifluoroacetic acid). Conditions: time 64 hour. Product: CN(C(=O)C=1C=C(C=C(C1)C(F)(F)F)S(=O)(=O)CCCC(=O)O)C1=CN=NC=C1C1=C(C=CC=C1)C (4-{3-[Methyl-(5-o-tolyl-pyridazin-4-yl)-carbamoyl]-5-trifluoromethyl-benzenesulfonyl}-butyric acid). As a reaction SMILES: C([O:5][C:6](=[O:40])[CH2:7][CH2:8][CH2:9][S:10]([C:13]1[CH:18]=[C:17]([C:19]([F:22])([F:21])[F:20])[CH:16]=[C:15]([C:23](=[O:39])[N:24]([CH3:38])[C:25]2[C:30]([C:31]3[CH:36]=[CH:35][CH:34]=[CH:33][C:32]=3[CH3:37])=[CH:29][N:28]=[N:27][CH:26]=2)[CH:14]=1)(=[O:12])=[O:11])(C)(C)C.FC(F)(F)C(O)=O>>[CH3:38][N:24]([C:25]1[C:30]([C:31]2[CH:36]=[CH:35][CH:34]=[CH:33][C:32]=2[CH3:37])=[CH:29][N:28]=[N:27][CH:26]=1)[C:23]([C:15]1[CH:14]=[C:13]([S:10]([CH2:9][CH2:8][CH2:7][C:6]([OH:40])=[O:5])(=[O:11])=[O:12])[CH:18]=[C:17]([C:19]([F:22])([F:21])[F:20])[CH:16]=1)=[O:39]. Procedure details: The title compound was prepared in analogy to example 10, from 4-{3-[methyl-(5-o-tolyl-pyridazin-4-yl)-carbamoyl]-5-trifluoromethyl-benzenesulfonyl}-butyric acid tert-butyl ester (example 16), adding another batch of trifluoroacetic acid after 3 hours (395 mg, 267 μL, 3.46 mmol) and stirring at room temperature for additional 64 hours. The product was further purified by a second chromatography using an MPLC (Flashmaster) system eluting with a gradient of CH2Cl2:methanol (100:0 to 90:10). Colorl...